Dataset: the Open Reaction Database (ORD), a public repository of structured organic reaction records. Task: describe an organic reaction: reactants, conditions, products, and yield The reactants are S(=O)(=O)(OCCCCCCCCCCCC)[O-].[Na+] (sodium lauryl sulfate), ClC(=C)C(=C)Cl (2,3-dichlorobutadiene), ClC(=C)C(=C)Cl (2,3-dichlorobutadiene), C1(O)=CC(O)=CC=C1.C=O (resorcinol formaldehyde). Solvent: O (water). Reaction conditions: time 24 hour. Yields the product C1(O)=CC(O)=CC=C1.C=O (resorcinol formaldehyde), C1(O)=CC(O)=CC=C1 (resorcinol), C=O (formaldehyde). RXN SMILES: S([O-])([O:4][CH2:5]CCCCCCCCCCC)(=O)=O.[Na+].ClC(C(Cl)=C)=C.[C:25]1([CH:32]=[CH:31][CH:30]=[C:28]([OH:29])[CH:27]=1)[OH:26].[CH2:33]=[O:34]>O>[C:25]1([CH:32]=[CH:31][CH:30]=[C:28]([OH:29])[CH:27]=1)[OH:26].[CH2:5]=[O:4].[C:25]1([CH:32]=[CH:31][CH:30]=[C:28]([OH:29])[CH:27]=1)[OH:26].[CH2:33]=[O:34] |f:0.1,3.4,6.7|. Reported procedure: 3.3 g of sodium lauryl sulfate (Emar 2F Needle (30% concentration), manufactured by Kao Corporation), was added as a surfactant to 295 g of the above 2,3-dichlorobutadiene homopolymer latex (2), and the mixture was thoroughly stirred until it became uniform. Then, 26 g of water was added thereto, and 244.1 g of the resorcinol/formaldehyde mixed liquid prepared as described above, was mixed thereto. The mixture was left to stand and aged at 23° C. for 24 hours to obtain a resorcinol/formaldehyde/... Starting materials: CC(C)(C)OC(=O)c1ccc(CBr)cc1, CCOC(C)=O, ClCCl, ClCCl, NC1(c2ccccc2Cl)C(=O)Nc2ccc(Cl)cc21. The product is CC(C)(C)OC(=O)c1ccc(CN2C(=O)C(N)(c3ccccc3Cl)c3cc(Cl)ccc32)cc1. RXN SMILES: [Br:20][CH2:21][c:22]1[cH:23][cH:24][c:25]([C:26](=[O:27])[O:28][C:29]([CH3:30])([CH3:31])[CH3:32])[cH:33][cH:34]1.[CH3:41][CH2:42][O:43][C:44]([CH3:45])=[O:46].[Cl:35][CH2:36][Cl:37].[Cl:38][CH2:39][Cl:40].[NH2:1][C:2]1([c:13]2[c:14]([Cl:19])[cH:15][cH:16][cH:17][cH:18]2)[C:3](=[O:12])[NH:4][c:5]2[cH:6][cH:7][c:8]([Cl:11])[cH:9][c:10]21>>[NH2:1][C:2]1([c:13]2[c:14]([Cl:19])[cH:15][cH:16][cH:17][cH:18]2)[C:3](=[O:12])[N:4]([CH2:21][c:22]2[cH:23][cH:24][c:25]([C:26](=[O:27])[O:28][C:29]([CH3:30])([CH3:31])[CH3:32])[cH:33][cH:34]2)[c:5]2[cH:6][cH:7][c:8]([Cl:11])[cH:9][c:10]21. The reactants are [OH-].[Na+] (sodium hydroxide), ClC1=NC(=NC(=N1)NC1=CC(=C(C=C1)OC)Cl)NC1CCCCCC1 (6-Chloro-N-(3-chloro-4-methoxy-phenyl)-N′-cycloheptyl-[1,3,5]triazine-2,4-diamine), CN1CCNCC1 (1-methylpiperizine). As a reaction SMILES: Cl[C:2]1[N:7]=[C:6]([NH:8][C:9]2[CH:14]=[CH:13][C:12]([O:15][CH3:16])=[C:11]([Cl:17])[CH:10]=2)[N:5]=[C:4]([NH:18][CH:19]2[CH2:25][CH2:24][CH2:23][CH2:22][CH2:21][CH2:20]2)[N:3]=1.[CH3:26][N:27]1[CH2:32][CH2:31][NH:30][CH2:29][CH2:28]1.[OH-].[Na+]>O1CCOCC1.O>[Cl:17][C:11]1[CH:10]=[C:9]([NH:8][C:6]2[N:5]=[C:4]([NH:18][CH:19]3[CH2:25][CH2:24][CH2:23][CH2:22][CH2:21][CH2:20]3)[N:3]=[C:2]([N:30]3[CH2:31][CH2:32][N:27]([CH3:26])[CH2:28][CH2:29]3)[N:7]=2)[CH:14]=[CH:13][C:12]=1[O:15][CH3:16] |f:2.3|. Run in O (water), O (water), O1CCOCC1 (1,4-dioxane), O1CCOCC1 (1,4-dioxane). Conditions: temperature 25 celsius. Procedure details: To a solution of 133 (0.5 g, 1.31 mmol) in 1,4-dioxane (5 mL) was added slowly a solution of 1-methylpiperizine (0.13 g, 1.31 mmol) in 1,4-dioxane (5 mL) followed by 2.5 N sodium hydroxide solution (0.5 mL, 1.31 mmol) and water (1.2 mL). The mixture was heated to reflux for 2.5–3 hours with stirring under nitrogen atmosphere and then cooled to 25° C. and diluted with water (10 mL). The mixture was then stirred for 10–15 min., the precipitated solid was filtered off and dried under vacuum to affo... Yield: 86.0%. The product is ClC=1C=C(C=CC1OC)NC1=NC(=NC(=N1)NC1CCCCCC1)N1CCN(CC1)C (N2-(3-chloro-4-methoxyphenyl)-N4-cycloheptyl-6-(4-methylpiperzino)-1,3,5-triazine-4,2-diamine), solid. Starting materials: C(C)(C)(C)C1=NC=C(C#N)C=C1 (6-tert-butylnicotinonitrile), COC1=C(C#N)C=CC=N1 (2-methoxynicotinonitrile), C(C(C)(C)C)(=O)O (pivalic acid), (NH4)2S2O8, OS(=O)(=O)O (H2SO4). Reagents/catalysts: [N+](=O)([O-])[O-].[Ag+] (AgNO3). Yields the product C(C)(C)(C)C1=NC(=C(C#N)C=C1)OC (6-tert-butyl-2-methoxynicotinonitrile). Reaction SMILES: [C:1]([C:5]1[CH:12]=[CH:11][C:8]([C:9]#[N:10])=[CH:7][N:6]=1)([CH3:4])([CH3:3])[CH3:2].[CH3:13][O:14]C1N=CC=CC=1C#N.C(O)(=O)C(C)(C)C.OS(O)(=O)=O>[N+]([O-])([O-])=O.[Ag+]>[C:1]([C:5]1[CH:12]=[CH:11][C:8]([C:9]#[N:10])=[C:7]([O:14][CH3:13])[N:6]=1)([CH3:4])([CH3:2])[CH3:3] |f:4.5|. Procedure details: The title compound was synthesized according to the procedure described for the synthesis of 6-tert-butylnicotinonitrile starting from 2-methoxynicotinonitrile (8.02 g, 5.98 mmol), pivalic acid (3.05 g, 39.9 mmol), AgNO3 (0.13 g, 0.78 mmol), (NH4)2S2O8 (1.78 g, 7.78 mmol) and 6 ml 10% H2SO4. Purified by normal phase chromatography using 95/5 to 90/10 heptane/ethyl acetate. (Yield: 80 mg, 7%). 1H NMR (400 MHz, CDCl3) δ ppm 1.33 (s, 9 H), 4.04 (s, 3 H), 6.97 (d, J=7.81 Hz, 2 H), 7.78 (d, J=7.81 Hz... Reactants: Cl.Cl.N1(C=NC=C1)C1=CC(=C(N)C=C1N1C=NC=C1)[N+](=O)[O-] (4,5-di-(1-imidazolyl)-2-nitroaniline dihydrochloride), C(C)(=O)O (acetic acid), CO (methanol). Reagents/catalysts: [Pd] (palladium-on-carbon). Yields the product O.O.Cl.Cl.N1(C=NC=C1)C=1C=C2NC(C(NC2=CC1N1C=NC=C1)=O)=O (6,7-di-(1-imidazolyl)quinoxaline-2,3-(1H,4H)-dione dihydrochloride dihydrate). RXN SMILES: [ClH:1].Cl.[N:3]1([C:8]2[C:14]([N:15]3[CH:19]=[CH:18][N:17]=[CH:16]3)=[CH:13][C:11]([NH2:12])=[C:10]([N+:20]([O-])=[O:21])[CH:9]=2)[CH:7]=[CH:6][N:5]=[CH:4]1.[C:23]([OH:26])(=[O:25])[CH3:24].C[OH:28]>[Pd]>[OH2:21].[OH2:25].[ClH:1].[ClH:1].[N:3]1([C:8]2[CH:9]=[C:10]3[C:11](=[CH:13][C:14]=2[N:15]2[CH:19]=[CH:18][N:17]=[CH:16]2)[NH:12][C:24](=[O:28])[C:23](=[O:26])[NH:20]3)[CH:7]=[CH:6][N:5]=[CH:4]1 |f:0.1.2,6.7.8.9.10|. Procedure details: A mixture of 1 g of 4,5-di-(1-imidazolyl)-2-nitroaniline dihydrochloride, 5 ml of acetic acid, 5 ml of methanol and 0.1 g of 10% palladium-on-carbon was subjected to hydrogenation reaction. The reaction mixture was filtered and the filtrate was washed with hydrochloric acid and concentrated under reduced pressure. The concentrate was dissolved in 350 mg oxalic acid-6 ml of 4N-hydrochloric acid and the solution was subjected to dry distillation overnight. The resulting crystals were recovered by ... The reactants are O=C([O-])[O-], CCC(C)=O, Cc1nc(CCN2CCOCC2)c2c(n1)NC(=O)C(N)O2, N#CCCl, [K+], [K+]. Yields the product Cc1nc(CCN2CCOCC2)c2c(n1)N(CC#N)C(=O)C(N)O2. Reaction SMILES: [C:26](=[O:27])([O-:28])[O-:29].[CH2:32]([C:33]([CH3:34])=[O:35])[CH3:36].[CH3:5][c:6]1[n:7][c:8]([CH2:18][CH2:19][N:20]2[CH2:21][CH2:22][O:23][CH2:24][CH2:25]2)[c:9]2[c:14]([n:15]1)[NH:13][C:12](=[O:16])[CH:11]([NH2:17])[O:10]2.[Cl:1][CH2:2][C:3]#[N:4].[K+:30].[K+:31]>>[CH2:2]([C:3]#[N:4])[N:13]1[C:12](=[O:16])[CH:11]([NH2:17])[O:10][c:9]2[c:8]([CH2:18][CH2:19][N:20]3[CH2:21][CH2:22][O:23][CH2:24][CH2:25]3)[n:7][c:6]([CH3:5])[n:15][c:14]21. Starting materials: F[B-](F)(F)F, CN1CCOCC1, O=C(O)c1c(F)c(Cl)cc2cc[nH]c12, N#CC1(c2ccc(CNCCc3cccc(C(F)(F)F)c3)cc2)CC1, CN(C)C=O, O, CN(C)C(On1nnc2ccccc21)=[N+](C)C. Product: N#CC1(c2ccc(CN(CCc3cccc(C(F)(F)F)c3)C(=O)c3c(F)c(Cl)cc4cc[nH]c34)cc2)CC1. Reaction SMILES: [B-:8]([F:9])([F:10])([F:11])[F:12].[CH3:1][N:2]1[CH2:3][CH2:4][O:5][CH2:6][CH2:7]1.[Cl:30][c:31]1[cH:32][c:33]2[cH:34][cH:35][nH:36][c:37]2[c:38]([C:41](=[O:42])[OH:43])[c:39]1[F:40].[F:44][C:45]([c:46]1[cH:47][c:48]([CH2:52][CH2:53][NH:54][CH2:55][c:56]2[cH:57][cH:58][c:59]([C:62]3([C:65]#[N:66])[CH2:63][CH2:64]3)[cH:60][cH:61]2)[cH:49][cH:50][cH:51]1)([F:67])[F:68].[O:69]=[CH:70][N:71]([CH3:72])[CH3:73].[OH2:74].[n:13]1([O:14][C:15]([N:16]([CH3:17])[CH3:18])=[N+:19]([CH3:20])[CH3:21])[c:22]2[cH:23][cH:24][cH:25][cH:26][c:27]2[n:28][n:29]1>>[Cl:30][c:31]1[cH:32][c:33]2[cH:34][cH:35][nH:36][c:37]2[c:38]([C:41](=[O:43])[N:54]([CH2:53][CH2:52][c:48]2[cH:47][c:46]([C:45]([F:44])([F:67])[F:68])[cH:51][cH:50][cH:49]2)[CH2:55][c:56]2[cH:57][cH:58][c:59]([C:62]3([C:65]#[N:66])[CH2:63][CH2:64]3)[cH:60][cH:61]2)[c:39]1[F:40]. The reactants are 1-alkyl-1,4-dihydro-4-oxo, FC1=C(C=O)C=C(C=C1)[N+](=O)[O-] (2-fluoro-5-nitrobenzaldehyde), ( 1 ), FC1=C(C=O)C=C(C=C1)[N+](=O)[O-] (2-fluoro-5-nitrobenzaldehyde), C(CC(=O)C)(=O)OC (methyl acetoacetate), [OH-].[NH4+] (ammonium hydroxide), CO (methanol), 7-(pyridinyl)-3-quinolinecarboxylic acids, C(=O)(O)C=1C(=NC(=C(C1C1=C(C=C2C(C(=CN(C2=C1)CC)C(=O)O)=O)F)C(=O)O)C)C (7-(3,5-dicarboxy-2,6-dimethyl-4-pyridinyl)-1-ethyl-6-fluoro-1,4-dihydro-4-oxo-3-quinolinecarboxylic acid). Yields the product FC1=C(C=C(C=C1)[N+](=O)[O-])C1C(=C(NC(=C1C(=O)OC)C)C)C(=O)OC (dimethyl 4-(2-fluoro-5-nitrophenyl)-1,4-dihydro-2,6-dimethyl-3,5-pyridinedicarboxylate). As a reaction SMILES: [C:1]([C:4]1[C:5]([CH3:31])=[N:6]C(C)=C(C(O)=O)C=1C1C=C2C(C(=O)C(C(O)=O)=CN2CC)=CC=1F)([OH:3])=[O:2].[F:32][C:33]1[CH:40]=[CH:39][C:38]([N+:41]([O-:43])=[O:42])=[CH:37][C:34]=1[CH:35]=O.[C:44]([O:50][CH3:51])(=[O:49])[CH2:45][C:46]([CH3:48])=O.[OH-].[NH4+].[CH3:54]O>>[F:32][C:33]1[CH:40]=[CH:39][C:38]([N+:41]([O-:43])=[O:42])=[CH:37][C:34]=1[CH:35]1[C:45]([C:44]([O:50][CH3:51])=[O:49])=[C:46]([CH3:48])[NH:6][C:5]([CH3:31])=[C:4]1[C:1]([O:3][CH3:54])=[O:2] |f:3.4|. Procedure: Lesher and Carabateas U.S. Pat. No. 3,907,808, issued September 23, 1975, show as antibacterial agents 1-alkyl-1,4-dihydro-4-oxo-5(or 6)-(halo, lower-alkyl or lower-alkoxy)-7-(pyridinyl)-3-quinolinecarboxylic acids. Illustrative of these compounds is 7-(3,5-dicarboxy-2,6-dimethyl-4-pyridinyl)-1-ethyl-6-fluoro-1,4-dihydro-4-oxo-3-quinolinecarboxylic acid (Example 57A), which was prepared in six steps starting with 2-fluoro-5-nitrobenzaldehyde as follows: (1) a mixture containing 2-fluoro-5-nitrob... Reactants: C(=O)(C(F)(F)F)O (TFA), C(C)(C)(C)OC(NCCCN1CCC(CC1)N1N=C(C(=C1)NC(=O)C=1C=NN2C1N=CC=C2)C2=C(C=CC(=C2)Cl)OC(F)F)=O ([3-(4-{3-(5-Chloro-2-difluoromethoxyphenyl)-4-[(pyrazolo[1,5-a]pyrimidine-3-carbonyl)amino]pyrazol-1-yl}piperidin-1-yl)propyl]carbamic acid tert-butyl ester), C(C)(=O)Cl (Acetyl chloride). Run in N1=CC=CC=C1 (pyridine), C(Cl)Cl (DCM). Run at time 1 hour. Product: Cl.C(C)(=O)NCCCN1CCC(CC1)N1N=C(C(=C1)NC(=O)C=1C=NN2C1N=CC=C2)C2=C(C=CC(=C2)Cl)OC(F)F (Pyrazolo[1,5-a]pyrimidine-3-carboxylic acid [1-[1-(3-acetylaminopropyl)piperidin-4-yl]-3-(5-chloro-2-difluoromethoxyphenyl)-1H-pyrazol-4-yl]amide hydrochloride). Yield: 32.0%. As a reaction SMILES: C(O[C:6](=[O:45])[NH:7][CH2:8][CH2:9][CH2:10][N:11]1[CH2:16][CH2:15][CH:14]([N:17]2[CH:21]=[C:20]([NH:22][C:23]([C:25]3[CH:26]=[N:27][N:28]4[CH:33]=[CH:32][CH:31]=[N:30][C:29]=34)=[O:24])[C:19]([C:34]3[CH:39]=[C:38]([Cl:40])[CH:37]=[CH:36][C:35]=3[O:41][CH:42]([F:44])[F:43])=[N:18]2)[CH2:13][CH2:12]1)(C)(C)C.[C:46](O)(C(F)(F)F)=O.C(Cl)(=O)C>C(Cl)Cl.N1C=CC=CC=1>[ClH:40].[C:6]([NH:7][CH2:8][CH2:9][CH2:10][N:11]1[CH2:12][CH2:13][CH:14]([N:17]2[CH:21]=[C:20]([NH:22][C:23]([C:25]3[CH:26]=[N:27][N:28]4[CH:33]=[CH:32][CH:31]=[N:30][C:29]=34)=[O:24])[C:19]([C:34]3[CH:39]=[C:38]([Cl:40])[CH:37]=[CH:36][C:35]=3[O:41][CH:42]([F:43])[F:44])=[N:18]2)[CH2:15][CH2:16]1)(=[O:45])[CH3:46] |f:5.6|. Procedure details: [3-(4-{3-(5-Chloro-2-difluoromethoxyphenyl)-4-[(pyrazolo[1,5-a]pyrimidine-3-carbonyl)amino]pyrazol-1-yl}piperidin-1-yl)propyl]carbamic acid tert-butyl ester (129 mg, 0.20 mmol) was dissolved in DCM (2 mL) and TFA (2 mL) was added. The reaction was stirred at room temperature for 1 hour and then evaporated to dryness. The residue was dissolved in MeOH and loaded onto an SCX-2 cartridge which had been conditioned with MeOH. After flushing with MeOH, the product was eluted with 2M ammonia in MeOH. ... Yield: 76.0%. Procedure details: In substantially the same manner as in Working Example 48, 1-[3-(4-hydroxyphenyl)propyl]imidazole was allowed to react with 4-chloromethyl-2-(4-chlorophenyl) oxazole to give 2-(4-chlorophenyl)-4-[4-[3-(1-imidazolyl)propyl]phenoxymethyl]oxazole. The yield was 76%. Recrystallization from ethyl acetate-hexane gave colorless prisms, mp 116-117° C. The reactants are OC1=CC=C(C=C1)CCCN1C=NC=C1 (1-[3-(4-hydroxyphenyl)propyl]imidazole), ClCC=1N=C(OC1)C1=CC=C(C=C1)Cl (4-chloromethyl-2-(4-chlorophenyl) oxazole). As a reaction SMILES: [OH:1][C:2]1[CH:7]=[CH:6][C:5]([CH2:8][CH2:9][CH2:10][N:11]2[CH:15]=[CH:14][N:13]=[CH:12]2)=[CH:4][CH:3]=1.Cl[CH2:17][C:18]1[N:19]=[C:20]([C:23]2[CH:28]=[CH:27][C:26]([Cl:29])=[CH:25][CH:24]=2)[O:21][CH:22]=1>>[Cl:29][C:26]1[CH:25]=[CH:24][C:23]([C:20]2[O:21][CH:22]=[C:18]([CH2:17][O:1][C:2]3[CH:7]=[CH:6][C:5]([CH2:8][CH2:9][CH2:10][N:11]4[CH:15]=[CH:14][N:13]=[CH:12]4)=[CH:4][CH:3]=3)[N:19]=2)=[CH:28][CH:27]=1. Product: ClC1=CC=C(C=C1)C=1OC=C(N1)COC1=CC=C(C=C1)CCCN1C=NC=C1 (2-(4-chlorophenyl)-4-[4-[3-(1-imidazolyl)propyl]phenoxymethyl]oxazole).